From a dataset of the Open Reaction Database (ORD), a public repository of structured organic reaction records. describe an organic reaction: reactants, conditions, products, and yield Reactants: ClC1=C(C=CC=C1)C1=NCC=2N(C3=C1C=C(S3)I)C(=NN2)C (4-(2-chlorophenyl)-2-iodo-9-methyl-6H-thieno[3,2-f][1,2,4] triazolo[4,3-a][1,4]diazepine), C(CC#C)N1C(C2=CC=CC=3C2=C(C1=O)C=CC3)=O (2-(3-butyn-1-yl)-1H-benz[de]isoquinoline-1,3(2H)-dione). Yields the product ClC1=C(C=CC=C1)C1=NCC=2N(C3=C1C=C(S3)C#CCCN3C(C1=CC=CC=4C1=C(C3=O)C=CC4)=O)C(=NN2)C (2-[4-[4-(2-Chlorophenyl)-9-methyl-6H-thieno[3,2-f][1,2,4]triazolo[4,3-a][1,4]diazepin-2-yl]-3-butynyl]-1H-benz[de]isoquinoline-1,3(2H)-dione). RXN SMILES: [Cl:1][C:2]1[CH:7]=[CH:6][CH:5]=[CH:4][C:3]=1[C:8]1[C:14]2[CH:15]=[C:16](I)[S:17][C:13]=2[N:12]2[C:19]([CH3:22])=[N:20][N:21]=[C:11]2[CH2:10][N:9]=1.[CH2:23]([N:27]1[C:36](=[O:37])[C:35]2[CH:38]=[CH:39][CH:40]=[C:33]3[C:34]=2[C:29](=[CH:30][CH:31]=[CH:32]3)[C:28]1=[O:41])[CH2:24][C:25]#[CH:26]>>[Cl:1][C:2]1[CH:7]=[CH:6][CH:5]=[CH:4][C:3]=1[C:8]1[C:14]2[CH:15]=[C:16]([C:26]#[C:25][CH2:24][CH2:23][N:27]3[C:36](=[O:37])[C:35]4[CH:38]=[CH:39][CH:40]=[C:33]5[C:34]=4[C:29](=[CH:30][CH:31]=[CH:32]5)[C:28]3=[O:41])[S:17][C:13]=2[N:12]2[C:19]([CH3:22])=[N:20][N:21]=[C:11]2[CH2:10][N:9]=1. Reported procedure: Coupling of 4-(2-chlorophenyl)-2-iodo-9-methyl-6H-thieno[3,2-f][1,2,4] triazolo[4,3-a][1,4]diazepine with 2-(3-butyn-1-yl)-1H-benz[de]isoquinoline-1,3(2H)-dione as described in Example 37 yielded after chromatography and crystallization from ethyl acetate light yellow crystals of the title compound with m.p. 175°-179° C. A higher melting crystalline modification with m.p. 227°-229° C. was also observed. Reactants: COS(=O)(=O)OC, Cl, [H-], [Na+], CN(C)C=O, CCCN(CC(O)COC(Cc1ccccc1)C(=O)c1ccccc1)C(=O)OC(C)(C)C. Product: CCCN(CC(COC(Cc1ccccc1)C(=O)c1ccccc1)OC)C(=O)OC(C)(C)C. Reaction SMILES: [CH3:35][O:36][S:37]([O:38][CH3:39])(=[O:40])=[O:41].[ClH:42].[H-:33].[Na+:34].[O:43]=[CH:44][N:45]([CH3:46])[CH3:47].[OH:1][CH:2]([CH2:3][O:4][CH:5]([C:6](=[O:7])[c:8]1[cH:9][cH:10][cH:11][cH:12][cH:13]1)[CH2:14][c:15]1[cH:16][cH:17][cH:18][cH:19][cH:20]1)[CH2:21][N:22]([CH2:23][CH2:24][CH3:25])[C:26](=[O:27])[O:28][C:29]([CH3:30])([CH3:31])[CH3:32]>>[O:1]([CH:2]([CH2:3][O:4][CH:5]([C:6](=[O:7])[c:8]1[cH:9][cH:10][cH:11][cH:12][cH:13]1)[CH2:14][c:15]1[cH:16][cH:17][cH:18][cH:19][cH:20]1)[CH2:21][N:22]([CH2:23][CH2:24][CH3:25])[C:26](=[O:27])[O:28][C:29]([CH3:30])([CH3:31])[CH3:32])[CH3:35]. The reactants are C(C)O (ethanol), N[C@@H]1C(N(C2=C(CC1)C=CC=C2)CC(=O)OC(C)(C)C)=O (tert-butyl (3S)-3-amino-2,3,4,5-tetrahydro-2-oxo-1H-benzazepine-1-acetate), C1(=CC=C(C=C1)S(=O)(=O)O)C (p-toluenesulfonic acid), O (water). The solvent is C1(=CC=CC=C1)C (toluene). Product: N[C@@H]1C(N(C2=C(CC1)C=CC=C2)CC(=O)OCC)=O (ethyl (3S)-3-amino-2,3,4,5-tetrahydro-2-oxo-1H-1-benzazepine-1-acetate). The yield is 79.7%. RXN SMILES: [NH2:1][C@H:2]1[CH2:8][CH2:7][C:6]2[CH:9]=[CH:10][CH:11]=[CH:12][C:5]=2[N:4]([CH2:13][C:14]([O:16][C:17](C)(C)[CH3:18])=[O:15])[C:3]1=[O:21].C1(C)C=CC(S(O)(=O)=O)=CC=1.O.C(O)C>C1(C)C=CC=CC=1>[NH2:1][C@H:2]1[CH2:8][CH2:7][C:6]2[CH:9]=[CH:10][CH:11]=[CH:12][C:5]=2[N:4]([CH2:13][C:14]([O:16][CH2:17][CH3:18])=[O:15])[C:3]1=[O:21]. Procedure: 5.0 g of tert-butyl (3S)-3-amino-2,3,4,5-tetrahydro-2-oxo-1H-benzazepine-1-acetate (preparation see Example 3E)) and 3.75 g of p-toluenesulfonic acid were boiled in a water separator for 2.5 hours in 80 ml of toluene. A total of 200 ml of ethanol was then added in portions, and the resulting reaction mixture was refluxed for 3.5 hours. The mixture was then concentrated in vacuo, and the residue was taken up with dichloromethane. The mixture was shaken with ice-cold sodium carbonate solution, and...